This data is from the Open Reaction Database (ORD), a public repository of structured organic reaction records. The task is: describe an organic reaction: reactants, conditions, products, and yield Starting materials: COCCO (2-methoxyethanol), [H-].[Na+] (NaH), BrC=1C=CC(=NC1)Cl (5-bromo-2-chloropyridine). Solvent: COCCOC (DME). Run at temperature 0 celsius, time 15 minute. Yields the product BrC=1C=CC(=NC1)OCCOC (5-Bromo-2-(2-methoxy-ethoxy)-pyridine). As a reaction SMILES: [H-].[Na+].[CH3:3][O:4][CH2:5][CH2:6][OH:7].[Br:8][C:9]1[CH:10]=[CH:11][C:12](Cl)=[N:13][CH:14]=1>COCCOC>[Br:8][C:9]1[CH:10]=[CH:11][C:12]([O:7][CH2:6][CH2:5][O:4][CH3:3])=[N:13][CH:14]=1 |f:0.1|. Procedure: A mixture of NaH 55% (133 mg, 3.06 mmol) in DME (3 ml) was cooled to 0° C., then 2-methoxyethanol (Aldrich, Buchs, Switzerland, 0.362 ml, 4.58 mmol) was added. The solution was stirred at rt for 15 min. After that 5-bromo-2-chloropyridine (Aldrich, Buchs, Switzerland, 294 mg, 1.528 mmol) was added and the RM was heated by microwaves at 150° C. for 10 min. Then the RM was quenched with saturated aqueous NaHCO3 (50 ml) and extracted with EtOAc (2×). The combined organic layers were washed with bri...